From a dataset of the Open Reaction Database (ORD), a public repository of structured organic reaction records. describe an organic reaction: reactants, conditions, products, and yield Starting materials: BrC1=C(C=C(C=C1)C1=CC=C(C=C1)Cl)C1C(C(OC(C1=O)(C)C)(C)C)=O (4-(4-bromo-4′-chlorobiphenyl-3-yl)-2,2,6,6-tetramethylpyran-3,5-dione), O.[OH-].[Li+] (lithium hydroxide monohydrate), C1(=CC=CC=C1)P(CCCP(C1=CC=CC=C1)C1=CC=CC=C1)C1=CC=CC=C1 (1,3-bis(diphenylphosphino)propane). Reagents/catalysts: C(C)(=O)[O-].[Pd+2].C(C)(=O)[O-] (palladium acetate). Solvent: COCCOC (1,2-dimethoxyethane). Product: ClC1=CC=C(C=C1)C1=CC(=C(C=C1)C=C)C1C(C(OC(C1=O)(C)C)(C)C)=O (4-(4′-chloro-4-vinylbiphenyl-3-yl)-2,2,6,6-tetramethylpyran-3,5-dione). The yield is 275.7%. As a reaction SMILES: Br[C:2]1[CH:7]=[CH:6][C:5]([C:8]2[CH:13]=[CH:12][C:11]([Cl:14])=[CH:10][CH:9]=2)=[CH:4][C:3]=1[CH:15]1[C:20](=[O:21])[C:19]([CH3:23])([CH3:22])[O:18][C:17]([CH3:25])([CH3:24])[C:16]1=[O:26].O.[OH-].[Li+].[C:30]1(P(C2C=CC=CC=2)CCCP(C2C=CC=CC=2)C2C=CC=CC=2)C=CC=C[CH:31]=1>C([O-])(=O)C.[Pd+2].C([O-])(=O)C.COCCOC>[Cl:14][C:11]1[CH:10]=[CH:9][C:8]([C:5]2[CH:6]=[CH:7][C:2]([CH:30]=[CH2:31])=[C:3]([CH:15]3[C:16](=[O:26])[C:17]([CH3:25])([CH3:24])[O:18][C:19]([CH3:23])([CH3:22])[C:20]3=[O:21])[CH:4]=2)=[CH:13][CH:12]=1 |f:1.2.3,5.6.7|. Reported procedure: A solution of 4-(4-bromo-4′-chlorobiphenyl-3-yl)-2,2,6,6-tetramethylpyran-3,5-dione (0.314 g, 0.72 mmol), vinylboronic anhydride pyridine complex (0.175 g, 0.73 mmol), lithium hydroxide monohydrate (0.177 g, 4.22 mmol), 1,3-bis(diphenylphosphino)propane (0.015 g, 0.036 mmol) and palladium acetate (0.010 g, 0.044 mmol) is stirred in a mixed solvent system of 1,2-dimethoxyethane (5 ml) and distilled water (1 ml) at 80° C. for 3 hours. After cooling to room temperature the mixture is filtered throu... Yields the product O=C(Nc1cc(Cl)c(C(F)(F)F)cc1O)c1ccncc1Cl. Reaction SMILES: [Cl:14][c:15]1[c:16]([C:17](=[O:18])[OH:19])[cH:20][cH:21][n:22][cH:23]1.[NH2:1][c:2]1[c:3]([OH:13])[cH:4][c:5]([C:9]([F:10])([F:11])[F:12])[c:6]([Cl:8])[cH:7]1.[OH2:30].[cH:24]1[cH:25][cH:26][n:27][cH:28][cH:29]1>>[NH:1]([c:2]1[c:3]([OH:13])[cH:4][c:5]([C:9]([F:10])([F:11])[F:12])[c:6]([Cl:8])[cH:7]1)[C:17]([c:16]1[c:15]([Cl:14])[cH:23][n:22][cH:21][cH:20]1)=[O:18]. Reactants: O=C(O)c1ccncc1Cl, Nc1cc(Cl)c(C(F)(F)F)cc1O, O, c1ccncc1.